Dataset: the Open Reaction Database (ORD), a public repository of structured organic reaction records. Task: describe an organic reaction: reactants, conditions, products, and yield Reactants: CC(C)(C)[Si](Cl)(c1ccccc1)c1ccccc1, CN(C)C=O, OC1C=CCCC1, c1c[nH]cn1. Product: CC(C)(C)[Si](OC1C=CCCC1)(c1ccccc1)c1ccccc1. RXN SMILES: [C:13]([CH3:14])([CH3:15])([CH3:16])[Si:17]([c:18]1[cH:19][cH:20][cH:21][cH:22][cH:23]1)([c:24]1[cH:25][cH:26][cH:27][cH:28][cH:29]1)[Cl:30].[CH3:31][N:32]([CH3:33])[CH:34]=[O:35].[CH:1]1([OH:7])[CH:2]=[CH:3][CH2:4][CH2:5][CH2:6]1.[nH:8]1[cH:9][cH:10][n:11][cH:12]1>>[CH:1]1([O:7][Si:17]([C:13]([CH3:14])([CH3:15])[CH3:16])([c:18]2[cH:19][cH:20][cH:21][cH:22][cH:23]2)[c:24]2[cH:25][cH:26][cH:27][cH:28][cH:29]2)[CH:2]=[CH:3][CH2:4][CH2:5][CH2:6]1. Reactants: CC1=C(C=CC(=C1)[N+](=O)[O-])C(F)(F)F (2-methyl-4-nitrobenzotrifluoride), C1CC(=O)N(C1=O)Br (NBS). Reagents/catalysts: C(C1=CC=CC=C1)(=O)OOC(C1=CC=CC=C1)=O (benzoyl peroxide). The solvent is C(Cl)(Cl)(Cl)Cl (carbon tetrachloride). Conditions: temperature 90 celsius, time 4 day. Yields the product BrCC1=C(C=CC(=C1)[N+](=O)[O-])C(F)(F)F (2-(bromomethyl)-4-nitro-1-(trifluoromethyl)benzene). The yield is 104.9%. RXN SMILES: [CH3:1][C:2]1[CH:7]=[C:6]([N+:8]([O-:10])=[O:9])[CH:5]=[CH:4][C:3]=1[C:11]([F:14])([F:13])[F:12].C1C(=O)N([Br:22])C(=O)C1>C(Cl)(Cl)(Cl)Cl.C(OOC(=O)C1C=CC=CC=1)(=O)C1C=CC=CC=1>[Br:22][CH2:1][C:2]1[CH:7]=[C:6]([N+:8]([O-:10])=[O:9])[CH:5]=[CH:4][C:3]=1[C:11]([F:12])([F:13])[F:14]. Procedure: To a solution of 2-methyl-4-nitrobenzotrifluoride (5.05 g, 24.6 mmol, synthesised according to Journal of medicinal chemistry (1996), 39(23), 4608-4621) in carbon tetrachloride (50 ml) was added NBS (4.77 g, 26.8 mmol, Aldrich) and then benzoyl peroxide (0.110 g, 0.454 mmol, Acros). The mixture was heated to 90° C. overnight, cooled to ambient temperature and the allowed to stand for 4 days. The suspension was filtered and the residue washed with carbon tetrachloride (10 ml). The solvent was rem... The reactants are FC1=C(C=CC=C1)C(CN)C1=CNC2=CC(=C(C=C12)OC=1C=NC=NC1)C (2-(2-fluorophenyl)-2-(6-methyl-5-(pyrimidin-5-yloxy)-1H-indol-3-yl)ethanamine), O=CC(=O)OCC (ethyl 2-oxoacetate), Cl.O1CCOCC1 (HCl 1,4-dioxane). Reagents/catalysts: [Pd] (Pd/C). Solvent: O1CCOCC1 (1,4-dioxane), C1(=CC=CC=C1)C (toluene), C1(=CC=CC=C1)C (toluene). Run at time 8 hour. The product is FC1=C(C=CC=C1)C1=CN=C(C=2NC3=CC(=C(C=C3C21)OC=2C=NC=NC2)C)C(=O)OCC (Ethyl 4-(2-fluorophenyl)-7-methyl-6-(pyrimidin-5-yloxy)-9H-pyrido[3,4-b]indole-1-carboxylate). Yield: 22.4%. As a reaction SMILES: [F:1][C:2]1[CH:7]=[CH:6][CH:5]=[CH:4][C:3]=1[CH:8]([C:11]1[C:19]2[C:14](=[CH:15][C:16]([CH3:27])=[C:17]([O:20][C:21]3[CH:22]=[N:23][CH:24]=[N:25][CH:26]=3)[CH:18]=2)[NH:13][CH:12]=1)[CH2:9][NH2:10].O=[CH:29][C:30]([O:32][CH2:33][CH3:34])=[O:31].Cl.O1CCOCC1>O1CCOCC1.C1(C)C=CC=CC=1.[Pd]>[F:1][C:2]1[CH:7]=[CH:6][CH:5]=[CH:4][C:3]=1[C:8]1[C:11]2[C:19]3[C:14](=[CH:15][C:16]([CH3:27])=[C:17]([O:20][C:21]4[CH:22]=[N:23][CH:24]=[N:25][CH:26]=4)[CH:18]=3)[NH:13][C:12]=2[C:29]([C:30]([O:32][CH2:33][CH3:34])=[O:31])=[N:10][CH:9]=1 |f:2.3|. Procedure: To a solution of 2-(2-fluorophenyl)-2-(6-methyl-5-(pyrimidin-5-yloxy)-1H-indol-3-yl)ethanamine (0.262 g, 0.724 mmol) and 50% ethyl 2-oxoacetate in toluene (0.316 mL, 1.593 mmol) in 1,4-dioxane (18.10 mL) under nitrogen was added 4 N HCl/1,4-dioxane (0.543 mL, 2.172 mmol). After stirring overnight, the reaction was concentrated in vacuo and dissolved in water. Saturated aqueous NaHCO3 was added until pH ˜12 by litmus paper. The solution was extracted with EtOAc (2×). After separation of the layer... Starting materials: ester, COC(C1=C(C=CC(=C1)C=1SC=C(N1)C1=CC(=C(C=C1)Cl)Cl)Br)=O (2-bromo-5-[4-(3,4-dichloro-phenyl)-thiazol-2-yl]-benzoic acid methyl ester), COC(C1=C(C=CC(=C1)C=1SC=C(N1)C1=CC(=C(C=C1)Cl)Cl)Br)=O (2-bromo-5-[4-(3,4-dichloro-phenyl)-thiazol-2-yl]-benzoic acid methyl ester), FC1=C(C=CC=C1)B(O)O (2-fluorophenylboronic acid). The product is ClC=1C=C(C=CC1Cl)C=1N=C(SC1)C=1C=C(C(=CC1)C1=C(C=CC=C1)F)C(=O)O (4-[4-(3,4-dichloro-phenyl)-thiazol-2-yl]-2′-fluoro-biphenyl-2-carboxylic acid). Isolated yield 33.8%. As a reaction SMILES: C[O:2][C:3](=[O:24])[C:4]1[CH:9]=[C:8]([C:10]2[S:11][CH:12]=[C:13]([C:15]3[CH:20]=[CH:19][C:18]([Cl:21])=[C:17]([Cl:22])[CH:16]=3)[N:14]=2)[CH:7]=[CH:6][C:5]=1Br.[F:25][C:26]1[CH:31]=[CH:30][CH:29]=[CH:28][C:27]=1B(O)O>>[Cl:22][C:17]1[CH:16]=[C:15]([C:13]2[N:14]=[C:10]([C:8]3[CH:9]=[C:4]([C:3]([OH:2])=[O:24])[C:5]([C:27]4[CH:28]=[CH:29][CH:30]=[CH:31][C:26]=4[F:25])=[CH:6][CH:7]=3)[S:11][CH:12]=2)[CH:20]=[CH:19][C:18]=1[Cl:21]. Procedure: Using the conditions of General Procedure B for Suzuki Coupling and Hydrolysis in Parallel Mode, 2-bromo-5-[4-(3,4-dichloro-phenyl)-thiazol-2-yl]-benzoic acid methyl ester (which may be prepared as described for Intermediate 6; 89 mg, 0.2 mmol) was reacted with 2-fluorophenylboronic acid (available from Combi-Blocks Inc.; 56 mg, 0.4 mmol). The resulting ester was hydrolyzed and the acid was purified to give 4-[4-(3,4-dichloro-phenyl)-thiazol-2-yl]-2′-fluoro-biphenyl-2-carboxylic acid (30 mg, 34%... Reactants: BrC1=C(C=C2C(C(=CN3C(CCC1=C23)C)C(=O)[O-])=O)F.[Na+] (sodium 8-bromo-6,7-dihydro-9-fluoro-5-methyl-1-oxo-1H,5H-benzo[ij]quinolizine-2-carboxylate), S(=O)(=O)([O-])[O-].[Mg+2] (magnesium sulfate). Solvent: O (water), O (water). Yields the product O.BrC1=C(C=C2C(C(=CN3C(CCC1=C23)C)C(=O)[O-])=O)F.[Mg+2].BrC2=C(C=C3C(C(=CN1C(CCC2=C31)C)C(=O)[O-])=O)F (magnesium 8-bromo-6,7-dihydro-9-fluoro-5-methyl-1-oxo-1H,5H-benzo[ij]quinolizine-2-carboxylate hydrate). Reaction SMILES: [Br:1][C:2]1[C:13]2=[C:14]3[N:9]([CH:10]([CH3:15])[CH2:11][CH2:12]2)[CH:8]=[C:7]([C:16]([O-:18])=[O:17])[C:6](=[O:19])[C:5]3=[CH:4][C:3]=1[F:20].[Na+].S([O-])([O-])(=O)=O.[Mg+2:27]>O>[OH2:17].[Br:1][C:2]1[C:13]2=[C:14]3[N:9]([CH:10]([CH3:15])[CH2:11][CH2:12]2)[CH:8]=[C:7]([C:16]([O-:18])=[O:17])[C:6](=[O:19])[C:5]3=[CH:4][C:3]=1[F:20].[Mg+2:27].[Br:1][C:2]1[C:13]2=[C:14]3[N:9]([CH:10]([CH3:15])[CH2:11][CH2:12]2)[CH:8]=[C:7]([C:16]([O-:18])=[O:17])[C:6](=[O:19])[C:5]3=[CH:4][C:3]=1[F:20] |f:0.1,2.3,5.6.7.8|. Procedure details: A solution of 1.0 g of sodium 8-bromo-6,7-dihydro-9-fluoro-5-methyl-1-oxo-1H,5H-benzo[ij]quinolizine-2-carboxylate in 30 ml of warm water was stirred with 1 g magnesium sulfate in 20 ml of water and warmed on a steam bath for 15 minutes. Cooling and filtration provided magnesium 8-bromo-6,7-dihydro-9-fluoro-5-methyl-1-oxo-1H,5H-benzo[ij]quinolizine-2-carboxylate hydrate, m.p. >300° C. Analysis: Calculated for (C14H10BrFNO3)2Mg.H2O; %C, 47.1; %H, 3.0; %N, 3.9; Found: %C, 46.9; %H, 3.2; %N, 3.9. Starting materials: resultant mixture, FC(C(=O)O)(F)F (Trifluoroacetic acid), ClC1=C(C=C(N=N1)C1=C(N=C(S1)NC(C)=O)C)NC(C1=CC=CC=C1)(C1=CC=CC=C1)C1=CC=CC=C1 (N-[5-(6-chloro-5-tritylaminopyridazin-3-yl)-4-methyl-1,3-thiazol-2-yl]acetamide), CO (methanol). Solvent: ClCCl (dichloromethane). Reaction conditions: temperature 0 celsius. The product is NC=1C=C(N=NC1Cl)C1=C(N=C(S1)NC(C)=O)C (N-[5-(5-amino-6-chloropyridazin-3-yl)-4-methyl-1,3-thiazol-2-yl]acetamide). As a reaction SMILES: FC(F)(F)C(O)=O.[Cl:8][C:9]1[N:14]=[N:13][C:12]([C:15]2[S:19][C:18]([NH:20][C:21](=[O:23])[CH3:22])=[N:17][C:16]=2[CH3:24])=[CH:11][C:10]=1[NH:25]C(C1C=CC=CC=1)(C1C=CC=CC=1)C1C=CC=CC=1.CO>ClCCl>[NH2:25][C:10]1[CH:11]=[C:12]([C:15]2[S:19][C:18]([NH:20][C:21](=[O:23])[CH3:22])=[N:17][C:16]=2[CH3:24])[N:13]=[N:14][C:9]=1[Cl:8]. Reported procedure: Trifluoroacetic acid (1.5 mL) was added to a stirred mixture of N-[5-(6-chloro-5-tritylaminopyridazin-3-yl)-4-methyl-1,3-thiazol-2-yl]acetamide (300 mg), methanol (0.5 mL) and dichloromethane (4 mL) that had been cooled to 0° C. The resultant mixture was heated to 55° C. for 5 hours. The mixture was evaporated and the residue was basified to pH8 by the addition of a saturated aqueous sodium bicarbonate solution. The resultant solid was isolated and washed with diethyl ether. The solid was dissol...